This data is from the Open Reaction Database (ORD), a public repository of structured organic reaction records. The task is: describe an organic reaction: reactants, conditions, products, and yield Reactants: CCCCCC, Cc1cnc2c(c1)CCCC2, C1CCOC1, O, Cl[Se]c1ccccc1. The product is Cc1cnc2c(c1)CCCC2[Se]c1ccccc1. Reaction SMILES: [CH3:12][CH2:13][CH2:14][CH2:15][CH2:16][CH3:17].[CH3:1][c:2]1[cH:3][n:4][c:5]2[c:10]([cH:11]1)[CH2:9][CH2:8][CH2:7][CH2:6]2.[O:27]1[CH2:28][CH2:29][CH2:30][CH2:31]1.[OH2:26].[c:18]1([Se:24][Cl:25])[cH:19][cH:20][cH:21][cH:22][cH:23]1>>[CH3:1][c:2]1[cH:3][n:4][c:5]2[c:10]([cH:11]1)[CH2:9][CH2:8][CH2:7][CH:6]2[Se:24][c:18]1[cH:19][cH:20][cH:21][cH:22][cH:23]1. Reactants: CO (methanol), C1(CC1)CN(C(=O)C1=NC(=NC(=C1OCC1=CC=CC=C1)O)CC1(CCCC1)C1=CC=C(C=C1)Cl)CCO (5-benzyloxy-2-[1-(4-chlorophenyl)-cyclopentylmethyl]-6-hydroxypyrimidine-4-carboxylic acid cyclopropylmethyl-(2-hydroxyethyl)-amide), C1(=CC=CC=C1)P(C1=CC=CC=C1)C1=CC=CC=C1 (triphenyl phosphine), N(=NC(=O)OC(C)C)C(=O)OC(C)C (diisopropyl azodicarboxylate). The solvent is C(C)(=O)OCC (ethyl acetate), ClCCl (dichloromethane). The product is C(C1=CC=CC=C1)OC1=C2N(C(=NC1=O)CC1(CCCC1)C1=CC=C(C=C1)Cl)CCN(C2=O)CC2CC2 (9-benzyloxy-6-[1-(4-chlorophenyl)-cyclopentylmethyl]-2-cyclopropylmethyl-3,4-dihydro-2H-pyrazino[1,2-c]pyrimidine-1,8-dione). Isolated yield 74.0%. Reaction SMILES: [CH:1]1([CH2:4][N:5]([CH2:36][CH2:37]O)[C:6]([C:8]2[C:13]([O:14][CH2:15][C:16]3[CH:21]=[CH:20][CH:19]=[CH:18][CH:17]=3)=[C:12]([OH:22])[N:11]=[C:10]([CH2:23][C:24]3([C:29]4[CH:34]=[CH:33][C:32]([Cl:35])=[CH:31][CH:30]=4)[CH2:28][CH2:27][CH2:26][CH2:25]3)[N:9]=2)=[O:7])[CH2:3][CH2:2]1.C1(P(C2C=CC=CC=2)C2C=CC=CC=2)C=CC=CC=1.N(C(OC(C)C)=O)=NC(OC(C)C)=O.CO>ClCCl.C(OCC)(=O)C>[CH2:15]([O:14][C:13]1[C:12](=[O:22])[N:11]=[C:10]([CH2:23][C:24]2([C:29]3[CH:34]=[CH:33][C:32]([Cl:35])=[CH:31][CH:30]=3)[CH2:25][CH2:26][CH2:27][CH2:28]2)[N:9]2[CH2:37][CH2:36][N:5]([CH2:4][CH:1]3[CH2:3][CH2:2]3)[C:6](=[O:7])[C:8]=12)[C:16]1[CH:17]=[CH:18][CH:19]=[CH:20][CH:21]=1. Procedure details: To a solution of 5-benzyloxy-2-[1-(4-chlorophenyl)-cyclopentylmethyl]-6-hydroxypyrimidine-4-carboxylic acid cyclopropylmethyl-(2-hydroxyethyl)-amide (330) (390 mg, 0.73 mmol) in dichloromethane (30 mL) was added triphenyl phosphine (286 mg, 1.09 mmol) and diisopropyl azodicarboxylate (0.22 mL, 1.09 mmol) at room temperature the reaction was stirred for 30 minutes (TLC; 5% methanol in ethyl acetate/UV/SiO2, Rf=0.05). The dichloromethane was removed in vacuo and the crude mass was purified by sili... Starting materials: CN1CCCC1=O, O=[N+]([O-])c1ccc(F)cc1, [K+], [K+], NC(CO)CO, O=C([O-])[O-]. Product: O=[N+]([O-])c1ccc(NC(CO)CO)cc1. RXN SMILES: [CH3:23][N:24]1[CH2:25][CH2:26][CH2:27][C:28]1=[O:29].[F:1][c:2]1[cH:3][cH:4][c:5]([N+:8](=[O:9])[O-:10])[cH:6][cH:7]1.[K+:17].[K+:18].[NH2:11][CH:12]([CH2:13][OH:14])[CH2:15][OH:16].[O-:19][C:20]([O-:21])=[O:22]>>[c:2]1([NH:11][CH:12]([CH2:13][OH:14])[CH2:15][OH:16])[cH:3][cH:4][c:5]([N+:8](=[O:9])[O-:10])[cH:6][cH:7]1. The reactants are ClC1=C(C=NC2=CC=CC=C12)[N+](=O)[O-] (4-chloro-3-nitroquinoline), C([O-])([O-])=O.[Na+].[Na+] (sodium carbonate), Cl.ClCCN (2-chloroethylamine monohydrochloride), crude product. Solvent: O (water). Conditions: time 8 hour. Yields the product ClCCNC1=C(C=NC2=CC=CC=C12)[N+](=O)[O-] (N-(2-chloroethyl)-3-nitroquinolin-4-amine). Isolated yield 87.8%. As a reaction SMILES: Cl[C:2]1[C:11]2[C:6](=[CH:7][CH:8]=[CH:9][CH:10]=2)[N:5]=[CH:4][C:3]=1[N+:12]([O-:14])=[O:13].Cl.[Cl:16][CH2:17][CH2:18][NH2:19].C(=O)([O-])[O-].[Na+].[Na+]>O>[Cl:16][CH2:17][CH2:18][NH:19][C:2]1[C:11]2[C:6](=[CH:7][CH:8]=[CH:9][CH:10]=2)[N:5]=[CH:4][C:3]=1[N+:12]([O-:14])=[O:13] |f:1.2,3.4.5|. Reported procedure: Using the general method of Example 1 Part A, 4-chloro-3-nitroquinoline (15.0 g, 71.90 mol) was reacted with 2-chloroethylamine monohydrochloride (8.3 g, 71.90 mmol). The crude product was suspended in water (300 mL) and solid sodium carbonate was added to adjust the pH to 10. The suspension was stirred overnight and then cooled in an ice bath. The solid was then isolated by filtration and washed with chilled water to provide 15.88 g of N-(2-chloroethyl)-3-nitroquinolin-4-amine as a bright yello... The reactants are CO, COC(=O)C(=COCC#N)c1ccccc1OC1CCCCO1. Yields the product COC(=O)C(=COCC#N)c1ccccc1O. Reaction SMILES: [CH3:24][OH:25].[O:1]1[CH2:2][CH2:3][CH2:4][CH2:5][CH:6]1[O:7][c:8]1[c:9]([C:14]([C:15](=[O:16])[O:17][CH3:18])=[CH:19][O:20][CH2:21][C:22]#[N:23])[cH:10][cH:11][cH:12][cH:13]1>>[OH:7][c:8]1[c:9]([C:14]([C:15](=[O:16])[O:17][CH3:18])=[CH:19][O:20][CH2:21][C:22]#[N:23])[cH:10][cH:11][cH:12][cH:13]1. Reactants: C1CCOC1, C[Si](C)(C)N=[N+]=[N-], CCO, CCN(C(C)C)C(C)C, Cc1nc[nH]c1C=C1C(=O)Nc2ccc([N+](=O)[O-])c(F)c21. Product: Cc1nc[nH]c1C=C1C(=O)Nc2ccc([N+](=O)[O-])c(N=[N+]=[N-])c21. Reaction SMILES: [CH2:38]1[O:39][CH2:40][CH2:41][CH2:42]1.[CH3:31][Si:32]([CH3:33])([CH3:34])[N:35]=[N+:36]=[N-:37].[CH3:43][CH2:44][OH:45].[CH:22]([N:23]([CH2:24][CH3:25])[CH:26]([CH3:27])[CH3:28])([CH3:29])[CH3:30].[F:1][c:2]1[c:3]2[c:7]([cH:8][cH:9][c:10]1[N+:11](=[O:12])[O-:13])[NH:6][C:5](=[O:14])[C:4]2=[CH:15][c:16]1[c:17]([CH3:21])[n:18][cH:19][nH:20]1>>[c:2]1([N:35]=[N+:36]=[N-:37])[c:3]2[c:7]([cH:8][cH:9][c:10]1[N+:11](=[O:12])[O-:13])[NH:6][C:5](=[O:14])[C:4]2=[CH:15][c:16]1[c:17]([CH3:21])[n:18][cH:19][nH:20]1. Reactants: Cc1ccc(S(=O)(=O)Cl)cc1, O, OC1CCSCC1, c1ccncc1. Yields the product Cc1ccc(S(=O)(=O)OC2CCSCC2)cc1. As a reaction SMILES: [CH3:8][c:9]1[cH:10][cH:11][c:12]([S:15](=[O:16])(=[O:17])[Cl:18])[cH:13][cH:14]1.[OH2:19].[S:1]1[CH2:2][CH2:3][CH:4]([OH:7])[CH2:5][CH2:6]1.[cH:20]1[cH:21][cH:22][n:23][cH:24][cH:25]1>>[S:1]1[CH2:2][CH2:3][CH:4]([O:7][S:15]([c:12]2[cH:11][cH:10][c:9]([CH3:8])[cH:14][cH:13]2)(=[O:16])=[O:17])[CH2:5][CH2:6]1.